Dataset: the Open Reaction Database (ORD), a public repository of structured organic reaction records. Task: describe an organic reaction: reactants, conditions, products, and yield The reactants are [H-].[Al+3].[Li+].[H-].[H-].[H-] (lithium aluminum hydride), oil, CC12CC(CC(C=C1)(O2)C)=O (1,5-dimethyl-8-oxabicyclo[3.2.1]oct-6-en-3-one). The solvent is C(C)OCC (diethyl ether), C(C)OCC (diethyl ether). Run at temperature 0 celsius, time 2 hour. Product: CC12CC(CC(C=C1)(O2)C)O (1,5-Dimethyl-8-oxabicyclo[3.2.1]oct-6-en-3-ol). The yield is 128.3%. Reaction SMILES: [H-].[Al+3].[Li+].[H-].[H-].[H-].[CH3:7][C:8]12[O:15][C:12]([CH3:16])([CH:13]=[CH:14]1)[CH2:11][C:10](=[O:17])[CH2:9]2>C(OCC)C>[CH3:16][C:12]12[O:15][C:8]([CH3:7])([CH:14]=[CH:13]1)[CH2:9][CH:10]([OH:17])[CH2:11]2 |f:0.1.2.3.4.5|. Procedure: To a stirred suspension of lithium aluminum hydride (4.6 g of a 57% oil suspension) in dry diethyl ether (300 ml) was added a solution of 1,5-dimethyl-8-oxabicyclo[3.2.1]oct-6-en-3-one (10.0 g) in diethyl ether (50 ml) over 0.5 hour at 20° C. The reaction mixture was held for 2 hours at 20° C., cooled to 0° C., and washed successively with water (2.5 ml), 15% aqueous sodium hydroxide (2.5 ml) and water (7.5 ml), and filtered. The filter cake was washed with diethyl ether, and the combined ether ... Reactants: ClC=1C(=NSC1NC(C(=CN(C)C)C=1C=CC2=C(N=C(O2)CC(C)(C)C)C1)=O)C (N-(4-chloro-3-methylisothiazol-5-yl)-α-[(dimethylamino)methylene]-[2-(2,2-dimethylpropyl)benzoxazol-5-yl]acetamide), Cl.C(C)N (ethylamine hydrochloride). Run in O1CCCC1 (tetrahydrofuran), O (water). Conditions: temperature 60 celsius. Yields the product ClC=1C(=NSC1NC(C(=CNCC)C=1C=CC2=C(N=C(O2)CC(C)(C)C)C1)=O)C (N-(4-chloro-3-methylisothiazol-5-yl)-α-[(ethylamino)methylene]-[2-(2,2-dimeth-ylpropyl)benzoxazol-5-yl]acetamide). Yield: 85.4%. RXN SMILES: [Cl:1][C:2]1[C:3]([CH3:29])=[N:4][S:5][C:6]=1[NH:7][C:8](=[O:28])[C:9]([C:14]1[CH:15]=[CH:16][C:17]2[O:21][C:20]([CH2:22][C:23]([CH3:26])([CH3:25])[CH3:24])=[N:19][C:18]=2[CH:27]=1)=[CH:10][N:11]([CH3:13])C.Cl.[CH2:31](N)C>O1CCCC1.O>[Cl:1][C:2]1[C:3]([CH3:29])=[N:4][S:5][C:6]=1[NH:7][C:8](=[O:28])[C:9]([C:14]1[CH:15]=[CH:16][C:17]2[O:21][C:20]([CH2:22][C:23]([CH3:25])([CH3:24])[CH3:26])=[N:19][C:18]=2[CH:27]=1)=[CH:10][NH:11][CH2:13][CH3:31] |f:1.2|. Procedure details: A mixture of N-(4-chloro-3-methylisothiazol-5-yl)-α-[(dimethylamino)methylene]-[2-(2,2-dimethylpropyl)benzoxazol-5-yl]acetamide (0.20 g, 0.00046 mole) [from Example 5] and ethylamine hydrochloride (0.0225 g, 0.0028 mole) in tetrahydrofuran (4 ml) and water (1 ml) was heated for 24 hours at 60° C. The mixture was cooled to room temperature, the solvent was evaporated in vacuo and the residue partitioned between ethyl acetate and saturated aqueous sodium bicarbonate solution. The organic extract w...